From a dataset of the Open Reaction Database (ORD), a public repository of structured organic reaction records. describe an organic reaction: reactants, conditions, products, and yield Starting materials: CCOC(=O)CC(=O)Cl, COC(=O)c1c(Cl)c(Cl)c(Cl)n1NCc1ccccc1, C1COCCO1. Product: CCOC(=O)CC(=O)N(Cc1ccccc1)n1c(Cl)c(Cl)c(Cl)c1C(=O)OC. RXN SMILES: [CH2:21]([CH3:22])[O:23][C:24]([CH2:25][C:26](=[O:27])[Cl:28])=[O:29].[CH3:1][O:2][C:3](=[O:4])[c:5]1[n:6]([NH:13][CH2:14][c:15]2[cH:16][cH:17][cH:18][cH:19][cH:20]2)[c:7]([Cl:12])[c:8]([Cl:11])[c:9]1[Cl:10].[O:30]1[CH2:31][CH2:32][O:33][CH2:34][CH2:35]1>>[CH3:1][O:2][C:3](=[O:4])[c:5]1[n:6]([N:13]([CH2:14][c:15]2[cH:16][cH:17][cH:18][cH:19][cH:20]2)[C:26]([CH2:25][C:24]([O:23][CH2:21][CH3:22])=[O:29])=[O:27])[c:7]([Cl:12])[c:8]([Cl:11])[c:9]1[Cl:10]. The reactants are Brc1cccnc1Br, O=C1CCN(Cc2ccccc2)CC1, CC(C)[Mg+], [Cl-], C1CCOC1. Product: OC1(c2cccnc2Br)CCN(Cc2ccccc2)CC1. RXN SMILES: [Br:1][c:2]1[n:3][cH:4][cH:5][cH:6][c:7]1[Br:8].[CH2:14]([c:15]1[cH:16][cH:17][cH:18][cH:19][cH:20]1)[N:21]1[CH2:22][CH2:23][C:24](=[O:27])[CH2:25][CH2:26]1.[CH3:10][CH:11]([Mg+:12])[CH3:13].[Cl-:9].[O:28]1[CH2:29][CH2:30][CH2:31][CH2:32]1>>[Br:1][c:2]1[n:3][cH:4][cH:5][cH:6][c:7]1[C:24]1([OH:27])[CH2:23][CH2:22][N:21]([CH2:14][c:15]2[cH:16][cH:17][cH:18][cH:19][cH:20]2)[CH2:26][CH2:25]1. The reactants are COC(=O)C=1C(=C2C=CC(N(C2=CN1)CC1=CC=CC=C1)=O)O (1-benzyl-5-hydroxy-2-oxo-1,2-dihydro-[1,7]naphthyridine-6-carboxylic acid methyl ester), NCCC(=O)O (β-alanine), C[O-].[Na+] (NaOMe). The product is C(C1=CC=CC=C1)N1C(C=CC2=C(C(=NC=C12)C(=O)NCCC(=O)O)O)=O (3-[(1-Benzyl-5-hydroxy-2-oxo-1,2-dihydro-[1,7]naphthyridine-6-carbonyl)-amino]-propionic acid). Yield: 69.1%. As a reaction SMILES: CO[C:3]([C:5]1[C:6]([OH:23])=[C:7]2[C:12](=[CH:13][N:14]=1)[N:11]([CH2:15][C:16]1[CH:21]=[CH:20][CH:19]=[CH:18][CH:17]=1)[C:10](=[O:22])[CH:9]=[CH:8]2)=[O:4].[NH2:24][CH2:25][CH2:26][C:27]([OH:29])=[O:28].C[O-].[Na+]>>[CH2:15]([N:11]1[C:12]2[C:7](=[C:6]([OH:23])[C:5]([C:3]([NH:24][CH2:25][CH2:26][C:27]([OH:29])=[O:28])=[O:4])=[N:14][CH:13]=2)[CH:8]=[CH:9][C:10]1=[O:22])[C:16]1[CH:21]=[CH:20][CH:19]=[CH:18][CH:17]=1 |f:2.3|. Reported procedure: A mixture of 1-benzyl-5-hydroxy-2-oxo-1,2-dihydro-[1,7]naphthyridine-6-carboxylic acid methyl ester (40 mg, 0.13 mmol), β-alanine (920 mg, 10.3 mmol) and NaOMe solution (15 mL, 7.7 mmol, 0.5 M in MeOH) was refluxed for 16 h. The solvent was evaporated in vacuo, and the residue was dissolved in water and washed several times with ether. The aqueous layer was acidified to pH about 2 with 4 M HCl, and the resulting precipitate was collected by filtration and dried to give 33 mg of the title compoun... The reactants are FC1=C(C=CC(=C1)F)CC(=O)O (2,4-difluorophenylacetic acid), C(C(=O)Cl)(=O)Cl (oxalyl chloride). The reagents and catalysts are CN(C)C=O (DMF). Run in O1CCCC1 (tetrahydrofuran). Run at time 1 hour. Product: FC1=C(C=CC(=C1)F)CC(=O)Cl (2,4-difluorophenylacetyl chloride). Reaction SMILES: [F:1][C:2]1[CH:7]=[C:6]([F:8])[CH:5]=[CH:4][C:3]=1[CH2:9][C:10]([OH:12])=O.C(Cl)(=O)C([Cl:16])=O>CN(C=O)C.O1CCCC1>[F:1][C:2]1[CH:7]=[C:6]([F:8])[CH:5]=[CH:4][C:3]=1[CH2:9][C:10]([Cl:16])=[O:12]. Procedure details: To a mixture of 2,4-difluorophenylacetic acid (206 mg), DMF (1 drop) and tetrahydrofuran (4 ml) was added oxalyl chloride (0.13 ml) dropwise. The resulting mixture was stirred at room temperature for 1 hour and the solvent was then distilled off to give 2,4-difluorophenylacetyl chloride. This chloride was dissolved in dichloromethane (5 ml) followed by addition of 3-amino-4-(2-chlorophenyl)-7,8-dihydro-6H-cyclopenta[g]quinoline (294 mg) and N,N-dimethylaniline (0.13 ml). The mixture was further ... Procedure details: Potassium hydroxide (10 g, 1.8 mol) added in 4 portions to a stirred solution of trimethyl-(2-methylphenyl)ethynylsilane (114.0 g, 0.61 mol) in methanol (400 ml) at 0° C. The mixture was stirred at 0° C. until the reaction was complete (by tlc 1:1 ethyl acetate:hexane). The mixture was neutralised by the addition of 10% hydrochloric acid and the product was extracted into dichloromethane (2×150 ml). The combined extracts were dried (MgSO4) and evaporated in vacuo. The residual oil was purified b... Run at temperature 0 celsius. Reaction SMILES: [OH-].[K+].C[Si](C)(C)[C:5]#[C:6][C:7]1[CH:12]=[CH:11][CH:10]=[CH:9][C:8]=1[CH3:13].C(OCC)(=O)C.Cl>CO.CCCCCC>[C:6]([C:7]1[CH:12]=[CH:11][CH:10]=[CH:9][C:8]=1[CH3:13])#[CH:5] |f:0.1|. The solvent is CO (methanol), CCCCCC (hexane). Yield: 73.4%. Reactants: C(C)(=O)OCC (ethyl acetate), Cl (hydrochloric acid), [OH-].[K+] (Potassium hydroxide), C[Si](C#CC1=C(C=CC=C1)C)(C)C (trimethyl-(2-methylphenyl)ethynylsilane). Product: C(#C)C1=C(C=CC=C1)C (1-ethynyl-2-methylbenzene).